Dataset: the Open Reaction Database (ORD), a public repository of structured organic reaction records. Task: describe an organic reaction: reactants, conditions, products, and yield Starting materials: C1=CC=NC=2C3=CC=CC=C3C(C12)=O (4-azafluoren-9-one), CCCCCC (hexane), NN (hydrazine). Run in C(COCCO)O (diethyleneglycol). Product: C1=CC=NC=2C3=CC=CC=C3CC12 (4-azafluorene). Reaction SMILES: [CH:1]1[C:13]2[C:12](=O)[C:11]3[C:6](=[CH:7][CH:8]=[CH:9][CH:10]=3)[C:5]=2[N:4]=[CH:3][CH:2]=1.NN.CCCCCC>C(O)COCCO>[CH:1]1[C:13]2[CH2:12][C:11]3[C:6](=[CH:7][CH:8]=[CH:9][CH:10]=3)[C:5]=2[N:4]=[CH:3][CH:2]=1. Reported procedure: Following the procedure described in Example 608, Part C, 3.45 g (19 mmole), of 4-azafluoren-9-one, 6.8 g (0.213 mole) of hydrazine in 50 ml of diethyleneglycol were combined and heated to 205° over a 30 -minute period. TLC showed no remaining starting material. Identical workup yielded 2.33 g of pure 4-azafluorene, Rf-0.46 (hexane ethylacetatetriethylamine, 29.75:69.46:0.79). Starting materials: C(CCC)(=O)C=1C(=C2C(=NC1)C(=CS2)OC)Cl (6-Butyryl-7-chloro-3-methoxythieno[3,2-b]pyridine), OC1=CC(=C(N)C=C1)C (4-hydroxy-2-methylaniline). Solvent: C1(=CC=CC=C1)OC (anisole). The product is C(CCC)(=O)C=1C(=C2C(=NC1)C(=CS2)OC)NC2=C(C=C(C=C2)O)C (6-Butyryl-7-(4-hydroxy-2-methylphenylamino)-3-methoxythieno[3,2-b]pyridine). Reaction SMILES: [C:1]([C:6]1[C:7](Cl)=[C:8]2[S:14][CH:13]=[C:12]([O:15][CH3:16])[C:9]2=[N:10][CH:11]=1)(=[O:5])[CH2:2][CH2:3][CH3:4].[OH:18][C:19]1[CH:25]=[CH:24][C:22]([NH2:23])=[C:21]([CH3:26])[CH:20]=1>C1(OC)C=CC=CC=1>[C:1]([C:6]1[C:7]([NH:23][C:22]2[CH:24]=[CH:25][C:19]([OH:18])=[CH:20][C:21]=2[CH3:26])=[C:8]2[S:14][CH:13]=[C:12]([O:15][CH3:16])[C:9]2=[N:10][CH:11]=1)(=[O:5])[CH2:2][CH2:3][CH3:4]. Reported procedure: 6-Butyryl-7-chloro-3-methoxythieno[3,2-b]pyridine (1.5 g, 0.0056 mol) and 4-hydroxy-2-methylaniline (1.37 g, 0.011 mol) in anisole (30 ml) were heated under reflux in a nitrogen atmosphere for 36 hours. The solvent was evaporated under reduced pressure and the residue was partitioned between chloroform and sodium bicarbonate solution. The insoluble material was filtered off. The chloroform layer was washed with sodium bicarbonate solution (2×100 ml), dried over magnesium sulphate, filtered and e...